Task: describe an organic reaction: reactants, conditions, products, and yield. Dataset: the Open Reaction Database (ORD), a public repository of structured organic reaction records The reactants are COc1cc2ncnc(Sc3cccc(N)c3)c2cc1OC, CCOCC, CS(C)=O, O=C(Nc1cc(C2CC2)nn1-c1ccccc1)Oc1ccccc1, O. Yields the product COc1cc2ncnc(Sc3cccc(NC(=O)Nc4cc(C5CC5)nn4-c4ccccc4)c3)c2cc1OC. Reaction SMILES: [CH3:25][O:26][c:27]1[cH:28][c:29]2[c:30]([S:39][c:40]3[cH:41][c:42]([NH2:43])[cH:44][cH:45][cH:46]3)[n:31][cH:32][n:33][c:34]2[cH:35][c:36]1[O:37][CH3:38].[CH3:48][CH2:49][O:50][CH2:51][CH3:52].[CH3:53][S:54]([CH3:55])=[O:56].[CH:1]1([c:4]2[n:5][n:6](-[c:19]3[cH:20][cH:21][cH:22][cH:23][cH:24]3)[c:7]([NH:9][C:10]([O:11][c:12]3[cH:13][cH:14][cH:15][cH:16][cH:17]3)=[O:18])[cH:8]2)[CH2:2][CH2:3]1.[OH2:47]>>[CH:1]1([c:4]2[n:5][n:6](-[c:19]3[cH:20][cH:21][cH:22][cH:23][cH:24]3)[c:7]([NH:9][C:10](=[O:18])[NH:43][c:42]3[cH:41][c:40]([S:39][c:30]4[c:29]5[cH:28][c:27]([O:26][CH3:25])[c:36]([O:37][CH3:38])[cH:35][c:34]5[n:33][cH:32][n:31]4)[cH:46][cH:45][cH:44]3)[cH:8]2)[CH2:2][CH2:3]1. Starting materials: [Cl-].FC1=C(C=C(C=C1)C[P+](C1=CC=CC=C1)(C1=CC=CC=C1)C1=CC=CC=C1)OC1=CC=CC=C1 (4-fluoro-3-phenoxyphenylmethyltriphenylphosphonium chloride), C(CCC)[Li] (n-butyllithium), C1(CC1)C(=CC=O)C1=CC=C(C=C1)Cl (3-cyclopropyl-3-(4-chlorophenyl)-2-propenal). Run in O1CCCC1 (tetrahydrofuran), O1CCCC1 (tetrahydrofuran). Reaction conditions: temperature -78 celsius, time 1 hour. The product is C1(CC1)C(=CC=CC1=CC(=C(C=C1)F)OC1=CC=CC=C1)C1=CC=C(C=C1)Cl (1-cyclopropyl-1-(4-chlorophenyl)-4-(4-fluoro-3-phenoxyphenyl)-1,3-butadiene). Yield: 35.8%. RXN SMILES: C([Li])CCC.[Cl-].[F:7][C:8]1[CH:13]=[CH:12][C:11]([CH2:14][P+](C2C=CC=CC=2)(C2C=CC=CC=2)C2C=CC=CC=2)=[CH:10][C:9]=1[O:34][C:35]1[CH:40]=[CH:39][CH:38]=[CH:37][CH:36]=1.[CH:41]1([C:44]([C:48]2[CH:53]=[CH:52][C:51]([Cl:54])=[CH:50][CH:49]=2)=[CH:45][CH:46]=O)[CH2:43][CH2:42]1>O1CCCC1>[CH:41]1([C:44]([C:48]2[CH:49]=[CH:50][C:51]([Cl:54])=[CH:52][CH:53]=2)=[CH:45][CH:46]=[CH:14][C:11]2[CH:12]=[CH:13][C:8]([F:7])=[C:9]([O:34][C:35]3[CH:36]=[CH:37][CH:38]=[CH:39][CH:40]=3)[CH:10]=2)[CH2:43][CH2:42]1 |f:1.2|. Procedure details: A stirred solution of 0.71 gram (4.4 mL-0.011 mole) of n-butyllithium (2.5M in hexane) in 50 mL of dry tetrahydrofuran was cooled to -78° C., and 4.98 grams (0.01 mole) of 4-fluoro-3-phenoxyphenylmethyltriphenylphosphonium chloride (prepared in Steps C-E) was quickly added. Upon completion of addition the reaction mixture was stirred at -78° C. for one hour, and then a solution of 2.03 grams (0.01 mole) of 3-cyclopropyl-3-(4-chlorophenyl)-2-propenal (prepared in Steps A and B) in 10 mL of dry te... Reactants: C1(=CC=CC=C1)OC (anisole), FC(C(=O)O)(F)F (trifluoroacetic acid), CON=C(C(=O)NC1[C@@H]2N(C(=C(CS2)CSC=2N=NN(N2)CC#C)C(=O)OC(C2=CC=CC=C2)C2=CC=CC=C2)C1=O)C=1N=C(SC1)N (benzhydryl 7-[2-methoxyimino-2-(2-aminothiazol-4-yl)acetamido]-3-[2-(2-propynyl)-2H-tetrazol-5-yl]thiomethyl-3-cephem-4-carboxylate). Solvent: C(Cl)Cl (methylene chloride). The product is CON=C(C(=O)NC1[C@@H]2N(C(=C(CS2)CSC=2N=NN(N2)CC#C)C(=O)O)C1=O)C=1N=C(SC1)N (7-[2-methoxyimino-2-(2-aminothiazol-4-yl)acetamido]-3-[2-(2-propynyl)-2H-tetrazol-5-yl]thiomethyl-3-cephem-4-carboxylic acid). The yield is 65.5%. Reaction SMILES: [CH3:1][O:2][N:3]=[C:4]([C:43]1[N:44]=[C:45]([NH2:48])[S:46][CH:47]=1)[C:5]([NH:7][CH:8]1[C:41](=[O:42])[N:10]2[C:11]([C:25]([O:27]C(C3C=CC=CC=3)C3C=CC=CC=3)=[O:26])=[C:12]([CH2:15][S:16][C:17]3[N:18]=[N:19][N:20]([CH2:22][C:23]#[CH:24])[N:21]=3)[CH2:13][S:14][C@H:9]12)=[O:6].C1(OC)C=CC=CC=1.FC(F)(F)C(O)=O>C(Cl)Cl>[CH3:1][O:2][N:3]=[C:4]([C:43]1[N:44]=[C:45]([NH2:48])[S:46][CH:47]=1)[C:5]([NH:7][CH:8]1[C:41](=[O:42])[N:10]2[C:11]([C:25]([OH:27])=[O:26])=[C:12]([CH2:15][S:16][C:17]3[N:18]=[N:19][N:20]([CH2:22][C:23]#[CH:24])[N:21]=3)[CH2:13][S:14][C@H:9]12)=[O:6]. Procedure: To a mixture of benzhydryl 7-[2-methoxyimino-2-(2-aminothiazol-4-yl)acetamido]-3-[2-(2-propynyl)-2H-tetrazol-5-yl]thiomethyl-3-cephem-4-carboxylate (syn isomer) (1.9 g) in methylene chloride (19.0 ml) were added anisole (2.3 g) and trifluoroacetic acid (6.2 g) with stirring under ice-cooling and then the resulting mixture was stirred for an hour at room temperature. After the evaporation of the reaction mixture, to the residue were added water and ethyl acetate. The organic layer was separated a... Reactants: C[Si](C)(C)C=[N+]=[N-], CO, NC(CC(=O)O)c1cccc(Br)c1, Cc1ccccc1. Yields the product COC(=O)CC(N)c1cccc(Br)c1. Reaction SMILES: [CH3:14][Si:15]([CH:16]=[N+:17]=[N-:18])([CH3:19])[CH3:20].[CH3:28][OH:29].[NH2:1][CH:2]([CH2:3][C:4](=[O:5])[OH:6])[c:7]1[cH:8][c:9]([Br:13])[cH:10][cH:11][cH:12]1.[c:21]1([CH3:22])[cH:23][cH:24][cH:25][cH:26][cH:27]1>>[NH2:1][CH:2]([CH2:3][C:4]([O:5][CH3:14])=[O:6])[c:7]1[cH:8][c:9]([Br:13])[cH:10][cH:11][cH:12]1.